This data is from the Open Reaction Database (ORD), a public repository of structured organic reaction records. The task is: describe an organic reaction: reactants, conditions, products, and yield Starting materials: C1(=CC=CC=C1)C(O)([C@H]1NCCC1)C1=CC=CC=C1 ((S)-α,α-diphenyl-2-pyrrolidine methanol), CB1OB(OB(O1)C)C (trimethyl boroxine). Run in C1(=CC=CC=C1)C (toluene). Reaction conditions: time 1.5 hour. The product is C1(=CC=CC=C1)C1([C@H]2N(B(O1)C)CCC2)C2=CC=CC=C2 ((S)-3,3-diphenyl-1-methyltetrahydro-1H,3H-pyrrolo[1,2-c]1,3,2 oxazaborol). The yield is 100.0%. Reaction SMILES: [C:1]1([C:7]([C:14]2[CH:19]=[CH:18][CH:17]=[CH:16][CH:15]=2)([C@@H:9]2[CH2:13][CH2:12][CH2:11][NH:10]2)[OH:8])[CH:6]=[CH:5][CH:4]=[CH:3][CH:2]=1.[CH3:20][B:21]1OB(C)OB(C)O1>C1(C)C=CC=CC=1>[C:1]1([C:7]2([C:14]3[CH:19]=[CH:18][CH:17]=[CH:16][CH:15]=3)[O:8][B:21]([CH3:20])[N:10]3[CH2:11][CH2:12][CH2:13][C@@H:9]23)[CH:2]=[CH:3][CH:4]=[CH:5][CH:6]=1. Reported procedure: Under argon stream, to a solution of (S)-α,α-diphenyl-2-pyrrolidine methanol (3 g, 11.8 mmol) in dry toluene (90 ml) was added trimethyl boroxine (1.13 ml, 8.0 mmol), followed by stirring for 1.5 hours. After the argon stream was stopped and the toluene (22.5 ml) was recovered under normal pressures on an oil bath at 140° C., dry toluene (22.5 ml) was added. Furthermore, after this recovery operation was repeated twice, the resultant product was concentrated under normal pressures, and subsequen... Reactants: C(CC)C1=NC2=C(N1CC1=CC=C(C=C1)C=1C(=CC=CC1)C(=O)OC(C)(C)C)C=C(C=C2C)C=2N=CN(C2)C2CCCCCC2 (tert.butyl 4'-[(2-n-propyl-4-methyl-6-(1-cycloheptyl-imidazol-4-yl)-benzimidazol-1-yl)-methyl]-biphenyl-2-carboxylate), FC(C(=O)O)(F)F (trifluoroacetic acid). The solvent is C(Cl)Cl (methylene chloride). Yields the product C(CC)C1=NC2=C(N1CC1=CC=C(C=C1)C=1C(=CC=CC1)C(=O)O)C=C(C=C2C)C=2N=CN(C2)C2CCCCCC2 (4'-[(2-n-Propyl-4-methyl-6-(1-cycloheptyl-imidazol-4-yl)-benzimidazol-1-yl)-methyl]-biphenyl-2-carboxylic Acid). As a reaction SMILES: [CH2:1]([C:4]1[N:8]([CH2:9][C:10]2[CH:15]=[CH:14][C:13]([C:16]3[C:17]([C:22]([O:24]C(C)(C)C)=[O:23])=[CH:18][CH:19]=[CH:20][CH:21]=3)=[CH:12][CH:11]=2)[C:7]2[CH:29]=[C:30]([C:34]3[N:35]=[CH:36][N:37]([CH:39]4[CH2:45][CH2:44][CH2:43][CH2:42][CH2:41][CH2:40]4)[CH:38]=3)[CH:31]=[C:32]([CH3:33])[C:6]=2[N:5]=1)[CH2:2][CH3:3].FC(F)(F)C(O)=O>C(Cl)Cl>[CH2:1]([C:4]1[N:8]([CH2:9][C:10]2[CH:15]=[CH:14][C:13]([C:16]3[C:17]([C:22]([OH:24])=[O:23])=[CH:18][CH:19]=[CH:20][CH:21]=3)=[CH:12][CH:11]=2)[C:7]2[CH:29]=[C:30]([C:34]3[N:35]=[CH:36][N:37]([CH:39]4[CH2:45][CH2:44][CH2:43][CH2:42][CH2:41][CH2:40]4)[CH:38]=3)[CH:31]=[C:32]([CH3:33])[C:6]=2[N:5]=1)[CH2:2][CH3:3]. Reported procedure: Prepared analogously to Example 88 from tert.butyl 4'-[(2-n-propyl-4-methyl-6-(1-cycloheptyl-imidazol-4-yl)-benzimidazol-1-yl)-methyl]-biphenyl-2-carboxylate and trifluoroacetic acid in methylene chloride. The reactants are [N+](=O)([O-])C=1C=CC=C2C=CN(C12)CC(=O)OC (methyl 2-(7-nitro-1H-indol-1-yl)acetate), [Li+].[OH-] (LiOH), Cl (HCl). Run in C1CCOC1 (THF). Conditions: time 16 hour. The product is [N+](=O)([O-])C=1C=CC=C2C=CN(C12)CC(=O)O (2-(7-nitro-1H-indol-1-yl)acetic acid). Isolated yield 94.9%. Reaction SMILES: [N+:1]([C:4]1[CH:5]=[CH:6][CH:7]=[C:8]2[C:12]=1[N:11]([CH2:13][C:14]([O:16]C)=[O:15])[CH:10]=[CH:9]2)([O-:3])=[O:2].[Li+].[OH-].Cl>C1COCC1>[N+:1]([C:4]1[CH:5]=[CH:6][CH:7]=[C:8]2[C:12]=1[N:11]([CH2:13][C:14]([OH:16])=[O:15])[CH:10]=[CH:9]2)([O-:3])=[O:2] |f:1.2|. Procedure details: To a solution of methyl 2-(7-nitro-1H-indol-1-yl)acetate (0.37 g, 1.580 mmol) in THF (20 ml), LiOH 1N (3.16 ml, 3.16 mmol) was added at room temperature. The reaction was stirred at the same temperature for 16 hours. Aqueous 2N HCl was added and the solvent was partially removed under vacuum. The remaining aqueous phase was extracted with ethyl acetate; the organic phase was dried over sodium sulfate and the solvent was evaporated under vacuum affording 2-(7-nitro-1H-indol-1-yl)acetic acid (0.33...